Dataset: the Open Reaction Database (ORD), a public repository of structured organic reaction records. Task: describe an organic reaction: reactants, conditions, products, and yield Starting materials: BrCC(=O)C1=CC=C(C(=O)O)C=C1 (4-(Bromoacetyl)benzoic acid), C[Si](C)(C)C=[N+]=[N-] (Trimethylsilyl diazomethane). Run in CO (MeOH), C(Cl)Cl (methylene chloride). Yields the product BrCC(=O)C1=CC=C(C(=O)OC)C=C1 (Methyl 4-(bromoacetyl)benzoate). As a reaction SMILES: [Br:1][CH2:2][C:3]([C:5]1[CH:13]=[CH:12][C:8]([C:9]([OH:11])=[O:10])=[CH:7][CH:6]=1)=[O:4].[CH3:14][Si](C=[N+]=[N-])(C)C>CO.C(Cl)Cl>[Br:1][CH2:2][C:3]([C:5]1[CH:13]=[CH:12][C:8]([C:9]([O:11][CH3:14])=[O:10])=[CH:7][CH:6]=1)=[O:4]. Procedure: 4-(Bromoacetyl)benzoic acid (10 g, 41.3 mmol) was dissolved in 75 mL of MeOH and 75 mL of methylene chloride. Trimethylsilyl diazomethane (2.0 M in ether) was slowly added at 0° C. until a yellow color persisted. The volatiles were evaporated to give the title compound. 1H NMR (500 MHz, (CD3OD): 8.18 (d, 2H), 8.16 (d, 2H), 4.68 (s, 2H), 3.96 (s, 3H). LCMS: m/z 258 (M+H)+.